Dataset: the Open Reaction Database (ORD), a public repository of structured organic reaction records. Task: describe an organic reaction: reactants, conditions, products, and yield The reactants are CC(C)(C)OC(=O)NC1Cc2c(n(Cc3ccccn3)c3ccc(C#N)cc23)C1, CCO, Cl, [Na+], [OH-]. The product is Cl, N#Cc1ccc2c(c1)c1c(n2Cc2ccccn2)CC(N)C1. Reaction SMILES: [C:1]([O:2][C:3](=[O:4])[NH:7][CH:8]1[CH2:9][c:10]2[c:11]([n:12]([CH2:21][c:22]3[n:23][cH:24][cH:25][cH:26][cH:27]3)[c:13]3[cH:14][cH:15][c:16]([C:19]#[N:20])[cH:17][c:18]23)[CH2:28]1)([CH3:5])([CH3:6])[CH3:29].[CH3:33][CH2:34][OH:35].[ClH:30].[Na+:32].[OH-:31]>>[ClH:30].[NH2:7][CH:8]1[CH2:9][c:10]2[c:11]([n:12]([CH2:21][c:22]3[n:23][cH:24][cH:25][cH:26][cH:27]3)[c:13]3[cH:14][cH:15][c:16]([C:19]#[N:20])[cH:17][c:18]23)[CH2:28]1. Product: COC1=C(OC)C(=O)C2=C(CCC(CCOc3ccc(OC)cc3)CC2)C1=O. Reactants: C1CCOC1, COc1ccc(O)cc1, CCOC(=O)N=NC(=O)OCC, COC1=C(OC)C(=O)C2=C(CCC(CCO)CC2)C1=O, c1ccc(P(c2ccccc2)c2ccccc2)cc1. RXN SMILES: [CH2:61]1[O:62][CH2:63][CH2:64][CH2:65]1.[CH3:21][O:22][c:23]1[cH:24][cH:25][c:26]([OH:29])[cH:27][cH:28]1.[O:49]=[C:50]([O:51][CH2:52][CH3:53])[N:54]=[N:55][C:56]([O:57][CH2:58][CH3:59])=[O:60].[OH:1][CH2:2][CH2:3][CH:4]1[CH2:5][CH2:6][C:7]2=[C:8]([CH2:9][CH2:10]1)[C:11](=[O:20])[C:12]([O:18][CH3:19])=[C:13]([O:16][CH3:17])[C:14]2=[O:15].[c:30]1([P:31]([c:32]2[cH:33][cH:34][cH:35][cH:36][cH:37]2)[c:38]2[cH:39][cH:40][cH:41][cH:42][cH:43]2)[cH:44][cH:45][cH:46][cH:47][cH:48]1>>[O:1]([CH2:2][CH2:3][CH:4]1[CH2:5][CH2:6][C:7]2=[C:8]([CH2:9][CH2:10]1)[C:11](=[O:20])[C:12]([O:18][CH3:19])=[C:13]([O:16][CH3:17])[C:14]2=[O:15])[c:26]1[cH:25][cH:24][c:23]([O:22][CH3:21])[cH:28][cH:27]1. Starting materials: COCCO (2-methoxyethanol), [H-].[Na+] (sodium hydride), C1CCOC1 (THF), BrC1=NC=C(C=C1)Br (2,5-dibromopyridine). Run in C(=O)(O)[O-].[Na+] (NaHCO3). Conditions: time 10 minute. The product is BrC=1C=CC(=NC1)OCCOC (5-Bromo-2-(2-methoxyethoxy)pyridine). Reaction SMILES: [CH3:1][O:2][CH2:3][CH2:4][OH:5].[H-].[Na+].C1COCC1.Br[C:14]1[CH:19]=[CH:18][C:17]([Br:20])=[CH:16][N:15]=1>C([O-])(O)=O.[Na+]>[Br:20][C:17]1[CH:18]=[CH:19][C:14]([O:5][CH2:4][CH2:3][O:2][CH3:1])=[N:15][CH:16]=1 |f:1.2,5.6|. Procedure details: 0.25 mL 2-methoxyethanol (3.17 mmol) are added to a mixture of 80 mg (3.17 mmol) sodium hydride and 5 mL THF. The mixture is stirred at rt for 10 min. Subsequently, 500 mg (2.11 mmol) 2,5-dibromopyridine are added and the mixture is stirred for 5 h at 75° C. After that time, the reaction mixture is diluted with sat. aq. NaHCO3 solution and extracted with EtOAc. The organic layer is dried over magnesium sulphate and the solvent is removed in vacuo. The crude product is purified by column chromato... Reactants: NC1C2SCC(=C(N2C1=O)C(=O)O)C1=CN=C(S1)C1=CC=CC=C1 (7-amino-2-carboxy-8-oxo-3-(2-phenylthiazol-5-yl)-5-thia-1-azabicyclo[4.2.0]oct-2-ene), O (water), C([O-])(O)=O.[Na+] (sodium bicarbonate), S1C(=CC=C1)CC(=O)Cl ((thien-2-yl)-acetyl chloride). The solvent is CC(=O)C (acetone), CC(=O)C (acetone). Run at temperature -10 celsius, time 30 minute. Product: C(=O)(O)C=1N2C(C(C2SCC1C1=CN=C(S1)C1=CC=CC=C1)NC(CC=1SC=CC1)=O)=O (2-Carboxy-8-oxo-3-(2-phenyl-thiazol-5-yl)-7-(thien-2-yl-acetamido)-5-thia-1-azabicyclo[4.2.0]oct-2-ene). As a reaction SMILES: [NH2:1][CH:2]1[C:9](=[O:10])[N:8]2[CH:3]1[S:4][CH2:5][C:6]([C:14]1[S:18][C:17]([C:19]3[CH:24]=[CH:23][CH:22]=[CH:21][CH:20]=3)=[N:16][CH:15]=1)=[C:7]2[C:11]([OH:13])=[O:12].O.C(=O)(O)[O-].[Na+].[S:31]1[CH:35]=[CH:34][CH:33]=[C:32]1[CH2:36][C:37](Cl)=[O:38]>CC(C)=O>[C:11]([C:7]1[N:8]2[CH:3]([S:4][CH2:5][C:6]=1[C:14]1[S:18][C:17]([C:19]3[CH:24]=[CH:23][CH:22]=[CH:21][CH:20]=3)=[N:16][CH:15]=1)[CH:2]([NH:1][C:37](=[O:38])[CH2:36][C:32]1[S:31][CH:35]=[CH:34][CH:33]=1)[C:9]2=[O:10])([OH:13])=[O:12] |f:2.3|. Reported procedure: A solution of 7-amino-2-carboxy-8-oxo-3-(2-phenylthiazol-5-yl)-5-thia-1-azabicyclo[4.2.0]oct-2-ene (3.3 g) in a mixture of distilled water (35 cc) and acetone (24 cc) containing sodium bicarbonate (2 g) is cooled to -10° C. and then treated with a solution of (thien-2-yl)-acetyl chloride (0.86 cc) in acetone (10 cc), which is added dropwise in 8 minutes. The reaction mixture is stirred for 30 minutes at -10° C. and then for 3 hours at 20° C. The acetone is evaporated under reduced pressure (30 m... RXN SMILES: N[C:2]1[CH:12]=[CH:11][C:5]([C:6]([O:8][CH2:9][CH3:10])=[O:7])=[CH:4][C:3]=1[CH3:13].[OH:14]S(O)(=O)=O.O.N([O-])=O.[Na+].NC(N)=O>O>[OH:14][C:2]1[CH:12]=[CH:11][C:5]([C:6]([O:8][CH2:9][CH3:10])=[O:7])=[CH:4][C:3]=1[CH3:13] |f:1.2,3.4|. Procedure details: Ethyl 4-amino-3-methylbenzoate (3.85 g; 21.5 mmol) was dissolved in hot, 35% H2SO4 /water and the mixture then cooled to below 5° C. An ice-cold solution of 1.91 g (22.5 mmol) of sodium nitrite in 20 ml of water was then slowly added to the mixture such that the temperature of the mixture never exceeded 5° C. The mixture was stirred at 5° C. for 10 minutes and then treated with 1 g of urea and stirred for a further 10 minutes. A solution of 50 g (207 mmol) of cupric nitrate trihydrate in 750 ml ... Run in O (water), O (water). Starting materials: NC(=O)N (urea), NC1=C(C=C(C(=O)OCC)C=C1)C (Ethyl 4-amino-3-methylbenzoate), OS(=O)(=O)O.O (H2SO4 water), ice, N(=O)[O-].[Na+] (sodium nitrite), cupric nitrate trihydrate, cuprous oxide. Reaction conditions: temperature 5 celsius, time 10 minute. The product is OC1=C(C=C(C(=O)OCC)C=C1)C (Ethyl 4-hydroxy-3-methylbenzoate). Starting materials: C(C)(=O)[O-].[NH4+].C(C)#N (ammonium acetate acetonitrile), FC1=C(C(=CC=C1)OC)C1=C(C=NC=C1)NCCOC ([4-(2-fluoro-6-methoxy-phenyl)-pyridin-3-yl]-(2-methoxy-ethyl)-amine), FC1=C(C(=CC=C1)OC)C1=C(C=NC=C1)N(C(C1=CC(=CC(=C1)C(F)(F)F)S(=O)(=O)C)=O)CC(F)(F)F (N-[4-(2-Fluoro-6-methoxy-phenyl)-pyridin-3-yl]-3-methanesulfonyl-N-(2,2,2-trifluoro-ethyl)-5-trifluoromethyl-benzamide), FC1=C(C(=CC=C1)OC)C1=C(C=NC=C1)N(C(C1=CC(=CC(=C1)C(F)(F)F)S(=O)(=O)C)=O)CC(F)(F)F (N-[4-(2-Fluoro-6-methoxy-phenyl)-pyridin-3-yl]-3-methanesulfonyl-N-(2,2,2-trifluoro-ethyl)-5-trifluoromethyl-benzamide). The product is FC1=C(C(=CC=C1)OC)C1=C(C=NC=C1)N(C(C1=CC(=CC(=C1)C(F)(F)F)S(=O)(=O)C)=O)CCOC (N-[4-(2-Fluoro-6-methoxy-phenyl)-pyridin-3-yl]-3-methanesulfonyl-N-(2-methoxy-ethyl)-5-trifluoromethyl-benzamide). Reaction SMILES: [F:1][C:2]1[CH:7]=[CH:6][CH:5]=[C:4]([O:8][CH3:9])[C:3]=1[C:10]1[CH:15]=[CH:14][N:13]=[CH:12][C:11]=1[NH:16][CH2:17][CH2:18][O:19][CH3:20].FC1C=CC=C(OC)C=1C1C=CN=CC=1N(CC(F)(F)F)[C:37](=[O:52])[C:38]1[CH:43]=[C:42]([C:44]([F:47])([F:46])[F:45])[CH:41]=[C:40]([S:48]([CH3:51])(=[O:50])=[O:49])[CH:39]=1.C([O-])(=O)C.[NH4+].C(#N)C>>[F:1][C:2]1[CH:7]=[CH:6][CH:5]=[C:4]([O:8][CH3:9])[C:3]=1[C:10]1[CH:15]=[CH:14][N:13]=[CH:12][C:11]=1[N:16]([CH2:17][CH2:18][O:19][CH3:20])[C:37](=[O:52])[C:38]1[CH:43]=[C:42]([C:44]([F:47])([F:45])[F:46])[CH:41]=[C:40]([S:48]([CH3:51])(=[O:50])=[O:49])[CH:39]=1 |f:2.3.4|. Reported procedure: The title compound was prepared in analogy to example 223, from [4-(2-fluoro-6-methoxy-phenyl)-pyridin-3-yl]-(2-methoxy-ethyl)-amine and 3-methanesulfonyl-5-trifluoromethyl-benzoyl chloride (example 223, intermediate d) and using preparative HPLC (ammonium acetate/acetonitrile) for purification. Yellow solid (17%). MS (ESI): m/z=527.2 [M+H]+.